This data is from the Open Reaction Database (ORD), a public repository of structured organic reaction records. The task is: describe an organic reaction: reactants, conditions, products, and yield Reactants: C(CCCC)C1=CC=C(C=CC(=O)NC2=CC=CC3=C2OC(CO3)C3=NN=NN3)C=C1 (8-(p-pentylcinnamoyl)amino-2-(5-tetrazolyl)-1,4-benzodioxane), [H][H] (hydrogen), CO (methanol), C(C)O (ethanol). Reagents/catalysts: [C].[Pd] (palladium-carbon). The solvent is C(C)(=O)OCC (ethyl acetate). The product is C(CCCC)C1=CC=C(C=C1)CCC(=O)NC1=CC=CC2=C1OC(CO2)C2=NN=NN2 (8-[3-(p-pentylphenyl)propionyl]amino-2-(5-tetrazolyl)-1,4-benzodioxane). Isolated yield 93.1%. As a reaction SMILES: [CH2:1]([C:6]1[CH:31]=[CH:30][C:9]([CH:10]=[CH:11][C:12]([NH:14][C:15]2[C:20]3[O:21][CH:22]([C:25]4[NH:29][N:28]=[N:27][N:26]=4)[CH2:23][O:24][C:19]=3[CH:18]=[CH:17][CH:16]=2)=[O:13])=[CH:8][CH:7]=1)[CH2:2][CH2:3][CH2:4][CH3:5].CO.C(O)C.[H][H]>[C].[Pd].C(OCC)(=O)C>[CH2:1]([C:6]1[CH:31]=[CH:30][C:9]([CH2:10][CH2:11][C:12]([NH:14][C:15]2[C:20]3[O:21][CH:22]([C:25]4[NH:29][N:28]=[N:27][N:26]=4)[CH2:23][O:24][C:19]=3[CH:18]=[CH:17][CH:16]=2)=[O:13])=[CH:8][CH:7]=1)[CH2:2][CH2:3][CH2:4][CH3:5] |f:4.5|. Reported procedure: 8-(p-pentylcinnamoyl)amino-2-(5-tetrazolyl)-1,4-benzodioxane (216 mg; synthesized in example 2(1)) and palladium-carbon (50 mg; content 5%) were suspended in a mixed solvent (6 ml) of methanol, ethanol and ethyl acetate (1:1:1). In an atmosphere of hydrogen, the suspension was stirred for 90 min at room temperature. After stirring, the suspension was filtered through celite. The filtrate was condenced under reduced pressure. Thre residue was purified by column chromatography on silica gel (methy... Starting materials: FC1=CC=C(C(=O)Cl)C=C1 (4-fluorobenzoyl chloride), C(C)(C)N(CC)C(C)C (diisopropylethylamine), Cl.C(C)(=O)N1CCC(CC1)N (1-acetyl-4-aminopiperidine hydrochloride). Solvent: ClCCl (dichloromethane), ClCCl (dichloromethane), ClCCl (dichloromethane). Conditions: time 6.5 hour. Product: C(C)(=O)N1CCC(CC1)NC(C1=CC=C(C=C1)F)=O (N-(1-acetylpiperidin-4-yl)-4-fluorobenzamide). The yield is 53342.7%. Reaction SMILES: Cl.[C:2]([N:5]1[CH2:10][CH2:9][CH:8]([NH2:11])[CH2:7][CH2:6]1)(=[O:4])[CH3:3].C(N(C(C)C)CC)(C)C.[F:21][C:22]1[CH:30]=[CH:29][C:25]([C:26](Cl)=[O:27])=[CH:24][CH:23]=1>ClCCl>[C:2]([N:5]1[CH2:10][CH2:9][CH:8]([NH:11][C:26](=[O:27])[C:25]2[CH:29]=[CH:30][C:22]([F:21])=[CH:23][CH:24]=2)[CH2:7][CH2:6]1)(=[O:4])[CH3:3] |f:0.1|. Reported procedure: To a suspension of 1-acetyl-4-aminopiperidine hydrochloride (715 mg) in dichloromethane (7 ml) were added diisopropylethylamine (1.83 ml) and a solution of 4-fluorobenzoyl chloride (0.83 mg) in dichloromethane (2 ml) at ambient temperature. After stirring for 6.5 hours, the reaction mixture was diluted with dichloromethane and washed with water, saturated aqueous sodium hydrogen carbonate, and brine. After drying with magnesium sulfate, the solvents were removed under reduced pressure. A residue... The reactants are C(C)(C)N1CCN(CC1)C(CCCC#CC=1C=CN2N=C(N(C(C21)=O)C2=CC=CC=C2)[C@H](C)NC(OC(C)(C)C)=O)=O ((S)-tert-Butyl (1-(5-(6-(4-isopropylpiperazin-1-yl)-6-oxohex-1-yn-1-yl)-4-oxo-3-phenyl-3,4-dihydropyrrolo[2,1-f][1,2,4]triazin-2-yl)ethyl)carbamate), Cl (hydrogen chloride). Reaction conditions: time 8 hour. Product: N[C@@H](C)C1=NN2C(C(N1C1=CC=CC=C1)=O)=C(C=C2)C#CCCCC(=O)N2CCN(CC2)C(C)C ((S)-2-(1-Aminoethyl)-5-(6-(4-isopropylpiperazin-1-yl)-6-oxohex-1-yn-1-yl)-3-phenylpyrrolo[2,1-f][1,2,4]triazin-4(3H)-one). Reaction SMILES: [CH:1]([N:4]1[CH2:9][CH2:8][N:7]([C:10](=[O:42])[CH2:11][CH2:12][CH2:13][C:14]#[C:15][C:16]2[CH:17]=[CH:18][N:19]3[C:24]=2[C:23](=[O:25])[N:22]([C:26]2[CH:31]=[CH:30][CH:29]=[CH:28][CH:27]=2)[C:21]([C@@H:32]([NH:34]C(=O)OC(C)(C)C)[CH3:33])=[N:20]3)[CH2:6][CH2:5]1)([CH3:3])[CH3:2].Cl>>[NH2:34][C@H:32]([C:21]1[N:22]([C:26]2[CH:31]=[CH:30][CH:29]=[CH:28][CH:27]=2)[C:23](=[O:25])[C:24]2=[C:16]([C:15]#[C:14][CH2:13][CH2:12][CH2:11][C:10]([N:7]3[CH2:8][CH2:9][N:4]([CH:1]([CH3:3])[CH3:2])[CH2:5][CH2:6]3)=[O:42])[CH:17]=[CH:18][N:19]2[N:20]=1)[CH3:33]. Procedure details: (S)-tert-Butyl (1-(5-(6-(4-isopropylpiperazin-1-yl)-6-oxohex-1-yn-1-yl)-4-oxo-3-phenyl-3,4-dihydropyrrolo[2,1-f][1,2,4]triazin-2-yl)ethyl)carbamate (134 mg, 0.23 mmol) was dissolved in hydrogen chloride (4M in dioxane, 2.5 ml, 10 mmol) and stirred at room temperature overnight. The solvent was removed and tert-butanol and DIEA were added to the crude and the reaction mixture was stirred at 120° C. overnight. The solvents were removed and this crude was used in the following step without further ... Reactants: C(C)C(C(=O)O)CCCC (2-ethyl-hexanoic acid), C1(=CC=CC=C1)NC(=O)NCC1=CC=CC=C1 (N-phenyl-N'-benzyl-urea), C(\C=C/C(=O)OC)(=O)OC (dimethyl maleate). Run in ClC1=C(C=CC=C1)Cl (o-dichlorobenzene). The product is C(C1=CC=CC=C1)N1C(=O)N(C(=O)C1=CC(=O)OC)C1=CC=CC=C1 (1-benzyl-3-phenyl-5-(methoxycarbonylmethylene)-hydantoin). Reaction SMILES: [C:1]1([NH:7][C:8]([NH:10][CH2:11][C:12]2[CH:17]=[CH:16][CH:15]=[CH:14][CH:13]=2)=[O:9])[CH:6]=[CH:5][CH:4]=[CH:3][CH:2]=1.C(C(CCCC)C(O)=O)C.[C:28](OC)(=[O:35])/[CH:29]=[CH:30]\[C:31]([O:33][CH3:34])=[O:32]>ClC1C=CC=CC=1Cl>[CH2:11]([N:10]1[C:29](=[CH:30][C:31]([O:33][CH3:34])=[O:32])[C:28](=[O:35])[N:7]([C:1]2[CH:2]=[CH:3][CH:4]=[CH:5][CH:6]=2)[C:8]1=[O:9])[C:12]1[CH:17]=[CH:16][CH:15]=[CH:14][CH:13]=1. Reported procedure: 113 g of N-phenyl-N'-benzyl-urea were dissolved in 1000 g of o-dichlorobenzene; the solution was made acid with 2-ethyl-hexanoic acid and reacted with 72 g of dimethyl maleate. After a reaction time of 6 hours at 175° C, the solvent was distilled off and the residue triturated with ether. The product separated by suction filtration can be obtained pure by recrystallisation from toluene. The white crystals obtained have a melting point of 130° C and their structure was demonstrated by the IR and ... The reactants are C1COCCN1, CC#N, CCN(C(C)C)C(C)C, OCc1ccc2nc(CCl)cn2c1. Yields the product OCc1ccc2nc(CN3CCOCC3)cn2c1. RXN SMILES: [CH2:14]1[CH2:15][O:16][CH2:17][CH2:18][NH:19]1.[CH3:29][C:30]#[N:31].[CH:20]([N:21]([CH2:22][CH3:23])[CH:24]([CH3:25])[CH3:26])([CH3:27])[CH3:28].[Cl:1][CH2:2][c:3]1[n:4][c:5]2[n:6]([cH:7][c:8]([CH2:11][OH:12])[cH:9][cH:10]2)[cH:13]1>>[CH2:2]([c:3]1[n:4][c:5]2[n:6]([cH:7][c:8]([CH2:11][OH:12])[cH:9][cH:10]2)[cH:13]1)[N:19]1[CH2:14][CH2:15][O:16][CH2:17][CH2:18]1. Reactants: C(CCC)(=O)N1CC2=C(N=NC(=C2)Cl)CC1 (6-butyryl-3-chloro-5,6,7,8-tetrahydropyrido[4,3-c]pyridazine), C(CCC)(=O)Cl (butyric acid chloride), Example 8 ( g ), C(\C=C/C(=O)O)(=O)O.ClC1=CC2=C(N=N1)CCNC2 (3-chloro-5,6,7,8-tetrahydropyrido[4,3-c]pyridazine maleate). Solvent: C(C)#N (acetonitrile). The product is C(CCC)(=O)N1CC2=C(N=NC(=C2)NN)CC1 (6-Butyryl-3-hydrazino-5,6,7,8-tetrahydropyrido[4,3-c]pyridazine). RXN SMILES: [C:1]([N:6]1[CH2:16][CH2:15][C:9]2[N:10]=[N:11][C:12](Cl)=[CH:13][C:8]=2[CH2:7]1)(=[O:5])[CH2:2][CH2:3][CH3:4].C(O)(=O)/C=C\C(O)=O.ClC1[N:31]=[N:30]C2CCNCC=2C=1.C(Cl)(=O)CCC>C(#N)C>[C:1]([N:6]1[CH2:16][CH2:15][C:9]2[N:10]=[N:11][C:12]([NH:30][NH2:31])=[CH:13][C:8]=2[CH2:7]1)(=[O:5])[CH2:2][CH2:3][CH3:4] |f:1.2|. Procedure: The 6-butyryl-3-chloro-5,6,7,8-tetrahydropyrido[4,3-c]pyridazine, requires as starting material, may be produced in a manner analogous to that described in Example 8 (g), from 3-chloro-5,6,7,8-tetrahydropyrido[4,3-c]pyridazine maleate and butyric acid chloride. Reaction time 27 hours. M.P. 130°-133° from acetonitrile.